Dataset: the Open Reaction Database (ORD), a public repository of structured organic reaction records. Task: describe an organic reaction: reactants, conditions, products, and yield Reactants: Cc1cn(C(=O)OCc2ccccc2)c2ccc3c(=O)c(-c4ccc(Cl)cc4)c(C(C)C)oc3c12, CCO, Cl, C1CCOC1. The product is Cc1c[nH]c2ccc3c(=O)c(-c4ccc(Cl)cc4)c(C(C)C)oc3c12. Reaction SMILES: [CH2:1]([O:2][C:3](=[O:4])[n:11]1[cH:12][c:13]([CH3:35])[c:14]2[c:15]3[c:16]([cH:17][cH:18][c:19]12)[c:20](=[O:34])[c:21](-[c:27]1[cH:28][cH:29][c:30]([Cl:33])[cH:31][cH:32]1)[c:22]([CH:24]([CH3:25])[CH3:26])[o:23]3)[c:5]1[cH:6][cH:7][cH:8][cH:9][cH:10]1.[CH3:41][CH2:42][OH:43].[ClH:44].[O:36]1[CH2:37][CH2:38][CH2:39][CH2:40]1>>[nH:11]1[cH:12][c:13]([CH3:35])[c:14]2[c:15]3[c:16]([cH:17][cH:18][c:19]12)[c:20](=[O:34])[c:21](-[c:27]1[cH:28][cH:29][c:30]([Cl:33])[cH:31][cH:32]1)[c:22]([CH:24]([CH3:25])[CH3:26])[o:23]3. Reaction conditions: temperature 0 celsius, time 90 minute. Reaction SMILES: [CH3:1][O:2][S:3]([O:6]C)(=[O:5])=[O:4].[CH3:8][N:9]([CH2:11][C:12]1[C:20]2[C:15](=[CH:16][N:17]=[C:18]([N:21]3[CH:25]=[N:24][CH:23]=[N:22]3)[CH:19]=2)[NH:14][CH:13]=1)[CH3:10]>C1COCC1>[CH3:1][O:2][S:3]([O-:6])(=[O:5])=[O:4].[N:21]1([C:18]2[CH:19]=[C:20]3[C:12]([CH2:11][N+:9]([CH3:1])([CH3:8])[CH3:10])=[CH:13][NH:14][C:15]3=[CH:16][N:17]=2)[CH:25]=[N:24][CH:23]=[N:22]1 |f:3.4|. The solvent is C1CCOC1 (THF). Product: COS(=O)(=O)[O-].N1(N=CN=C1)C=1C=C2C(=CN1)NC=C2C[N+](C)(C)C (N-([5-(1,2,4-Triazol-1-yl)-1H-pyrrolo[2,3-c]pyridin-3-yl]methyl)-N,N,N-trimethylammonium methyl sulphate). Procedure: A mixture of dimethylsulphate (0.13ml, 1.4 mmol) and dry THF (5ml) was cooled to 0° C. under nitrogen and N,N-dimethyl-[5-(1,2,4-triazol-1-yl)-1H-pyrrolo[2,3-c]pyridin-3-yl]methylamine (0.15 g, 0.62 mmol) was added portionwise over a period of 5 min. The mixture was stirred at 0° C. for 90 min. The resulting precipitate was collected by filtration and washed with THF to afford the title compound (0.23 g, 100%) as a colourless solid; mp 182°-185° C. 1H NMR (250 MHz, d6 -DMSO) δ 3.06 (9H, s), 3.38... Starting materials: COS(=O)(=O)OC (dimethylsulphate), CN(C)CC1=CNC2=CN=C(C=C21)N2N=CN=C2 (N,N-dimethyl-[5-(1,2,4-triazol-1-yl)-1H-pyrrolo[2,3-c]pyridin-3-yl]methylamine). Isolated yield 100.7%.